Task: describe an organic reaction: reactants, conditions, products, and yield. Dataset: the Open Reaction Database (ORD), a public repository of structured organic reaction records The reactants are OC1=C(C=CC=C1)CC(=O)O ((2-Hydroxyphenyl)acetic acid), O.ON1N=NC2=C1C=CC=C2 (1-hydroxybenzotriazole hydrate), Cl.CN(CCCN=C=NCC)C (N-(3-Dimethylaminopropyl)-N'-ethylcarbodiimide hydrochloride), solution, CN (methyl amine). The solvent is C(C)(=O)OCC (ethyl acetate), ClCCl (dichloromethane), CN(C=O)C (N,N-dimethylformamide). Run at temperature 0 celsius, time 30 minute. The product is OC1=C(C=CC=C1)CC(=O)NC (2-(2-hydroxyphenyl)-N-methylacetamide). Yield: 46.6%. RXN SMILES: [OH:1][C:2]1[CH:7]=[CH:6][CH:5]=[CH:4][C:3]=1[CH2:8][C:9]([OH:11])=O.O.O[N:14]1[C:18]2C=CC=CC=2N=N1.Cl.CN(C)CCCN=C=NCC.CN>CN(C)C=O.ClCCl.C(OCC)(=O)C>[OH:1][C:2]1[CH:7]=[CH:6][CH:5]=[CH:4][C:3]=1[CH2:8][C:9]([NH:14][CH3:18])=[O:11] |f:1.2,3.4|. Procedure details: (2-Hydroxyphenyl)acetic acid (9.89 g, 63.7 mmol) and 1-hydroxybenzotriazole hydrate (8.61 g, 63.7 mmol) were dissolved in N,N-dimethylformamide (50 ml) and dichloromethane (200 ml). The solution was cooled to 0° C. N-(3-Dimethylaminopropyl)-N'-ethylcarbodiimide hydrochloride (8.67 g, 63.7 mmol) was added. The reaction mixture was stirred for 30 min at 0° C. A 8.0 M solution of methyl amine (39 ml, 318 mmol) was added. The reaction mixture was stirred for 16 h, while it was slowly warming up to r... Starting materials: CS(=O)(=O)O (methanesulfonic acid), C1(CC1)NC[C@H]1CN(C[C@H]1F)C1=C(C=C2C(C(=CN(C2=C1OC)CCF)C(=O)O)=O)F (7-{(3S,4S)-3-[(cyclopropylamino)methyl]-4-fluoropyrrolidine-1-yl}-6-fluoro-1-(2-fluoroethyl)-8-methoxy-4-oxo-1,4-dihydroquinoline-3-carboxylic acid). The solvent is CC(=O)C (acetone), CC(=O)C (acetone). Reaction conditions: temperature 40 celsius, time 0.5 hour. Yields the product CS(=O)(=O)O.C1(CC1)NC[C@H]1CN(C[C@H]1F)C1=C(C=C2C(C(=CN(C2=C1OC)CCF)C(=O)O)=O)F (7-{(3S,4S)-3-[(cyclopropylamino)methyl]-4-fluoropyrrolidine-1-yl}-6-fluoro-1-(2-fluoroethyl)-8-methoxy-4-oxo-1,4-dihydroquinoline-3-carboxylic acid methanesulfonate salt). Isolated yield 91.3%. Reaction SMILES: [CH:1]1([NH:4][CH2:5][C@@H:6]2[C@H:10]([F:11])[CH2:9][N:8]([C:12]3[C:21]([O:22][CH3:23])=[C:20]4[C:15]([C:16](=[O:30])[C:17]([C:27]([OH:29])=[O:28])=[CH:18][N:19]4[CH2:24][CH2:25][F:26])=[CH:14][C:13]=3[F:31])[CH2:7]2)[CH2:3][CH2:2]1.[CH3:32][S:33]([OH:36])(=[O:35])=[O:34]>CC(C)=O>[CH3:32][S:33]([OH:36])(=[O:35])=[O:34].[CH:1]1([NH:4][CH2:5][C@@H:6]2[C@H:10]([F:11])[CH2:9][N:8]([C:12]3[C:21]([O:22][CH3:23])=[C:20]4[C:15]([C:16](=[O:30])[C:17]([C:27]([OH:29])=[O:28])=[CH:18][N:19]4[CH2:24][CH2:25][F:26])=[CH:14][C:13]=3[F:31])[CH2:7]2)[CH2:2][CH2:3]1 |f:3.4|. Procedure details: 3.36 L of acetone was added to 178 g of 7-{(3S,4S)-3-[(cyclopropylamino)methyl]-4-fluoropyrrolidine-1-yl}-6-fluoro-1-(2-fluoroethyl)-8-methoxy-4-oxo-1,4-dihydroquinoline-3-carboxylic acid synthesized according to Reference Example 3, and the mixture was heated for dissolution. 0.48 L of an acetone solution of 59.1 g of methanesulfonic acid was added dropwise to the solution at an internal temperature of around 40° C. (the solution obtained is hereinafter referred to as a solution mixture). The s... The reactants are CCOC(=O)c1cn(-c2ccc(F)cc2)cn1, [Na+], C1COCCO1, [OH-]. RXN SMILES: [CH2:1]([CH3:2])[O:3][C:4](=[O:5])[c:6]1[n:7][cH:8][n:9](-[c:11]2[cH:12][cH:13][c:14]([F:17])[cH:15][cH:16]2)[cH:10]1.[Na+:25].[O:18]1[CH2:19][CH2:20][O:21][CH2:22][CH2:23]1.[OH-:24]>>[O:3]=[C:4]([OH:5])[c:6]1[n:7][cH:8][n:9](-[c:11]2[cH:12][cH:13][c:14]([F:17])[cH:15][cH:16]2)[cH:10]1. Product: O=C(O)c1cn(-c2ccc(F)cc2)cn1. The reactants are C(CC)O (n-propanol), C1CCCCC1 (cyclohexane), C1(=CC=C(C=C1)S(=O)(=O)O)C (p-toluenesulfonic acid), acetal, [OH-].[Na+] (sodium hydroxide). The solvent is O (water). Reaction conditions: time 5 minute. Product: C(CC)OC(CC(C)C)OCCC (3-methylbutyraldehyde di-n-propyl acetal). Reaction SMILES: [CH2:1]([OH:4])[CH2:2][CH3:3].[CH2:5]1[CH2:10]CCC[CH2:6]1.[C:11]1([CH3:21])[CH:16]=[CH:15]C(S(O)(=O)=O)=C[CH:12]=1.[OH-:22].[Na+]>O>[CH2:1]([O:4][CH:15]([O:22][CH2:6][CH2:5][CH3:10])[CH2:16][CH:11]([CH3:12])[CH3:21])[CH2:2][CH3:3] |f:3.4|. Procedure details: To 841.4 g of n-propanol, 1750 g of cyclohexane, and 6.7 g of p-toluenesulfonic acid placed in a 4 liter three-necked flask fitted with a stirrer, dropping funnel, reflux condenser, and internal thermometer, 602.7 g of 3-methylbutyrladehyde is added with stirring over a period of 5 minutes. Owing to the acetal formation which starts spontaneously, the internal temperature rises to about 35° C. The mixture is allowed to react at 35° C. to 40° C. for 30 minutes, a pH of 7.0 is then established in ... The reactants are C(C)(C)OB(OC(C)C)OC(C)C (triisopropylborate), CO.ClCCl (methanol dichloromethane), O1C(=CC=C1)C1=NC2=CC=C(C=C2C(=C1)C(=O)NC=1C=NC=CC1)C1=CC=CC=C1 (2-(furan-2-yl)-6-phenyl-N-(pyridin-3-yl)quinoline-4-carboxamide), O1C(=CC=C1)C1=NC2=CC=C(C=C2C(=C1)C(=O)NC=1C=NC=CC1)C1=CC=CC=C1 (2-(furan-2-yl)-6-phenyl-N-(pyridin-3-yl)quinoline-4-carboxamide), [Li]CCCC (n-BuLi). Solvent: C1CCOC1 (THF). Reaction conditions: temperature -78 celsius, time 3 hour. Product: O1C(=CC=C1)C1=NC2=CC=C(C=C2C(=C1)C(NC=1C=NC=CC1)=O)B(O)O ((2-(furan-2-yl)-4-(pyridin-3-ylcarbamoyl)quinolin-6-yl)boronic acid). The yield is 81.7%. RXN SMILES: [O:1]1[CH:5]=[CH:4][CH:3]=[C:2]1[C:6]1[CH:15]=[C:14]([C:16]([NH:18][C:19]2[CH:20]=[N:21][CH:22]=[CH:23][CH:24]=2)=[O:17])[C:13]2[C:8](=[CH:9][CH:10]=[C:11](C3C=CC=CC=3)[CH:12]=2)[N:7]=1.[Li]CCCC.C([O:39][B:40](OC(C)C)[O:41]C(C)C)(C)C.CO.ClCCl>C1COCC1>[O:1]1[CH:5]=[CH:4][CH:3]=[C:2]1[C:6]1[CH:15]=[C:14]([C:16](=[O:17])[NH:18][C:19]2[CH:20]=[N:21][CH:22]=[CH:23][CH:24]=2)[C:13]2[C:8](=[CH:9][CH:10]=[C:11]([B:40]([OH:41])[OH:39])[CH:12]=2)[N:7]=1 |f:3.4|. Reported procedure: 6-bromo-2-(furan-2-yl)-N-(pyridin-3-yl)quinoline-4-carboxamide (0.4 g, prepared as described above for compound 1) was dissolved in THF (15 ml) in a round-bottomed flask under argon atmosphere. The solution was cooled to −78° C., then n-BuLi (15% in hexanes, 1.0 ml, 1.5 eq) was added dropwise. The reaction was maintained at this temperature for 45 minutes, at which time triisopropylborate (0.376 g, 2.0 eq.) was added dropwise. The reaction was allowed to warm to RT and stirred for an additional ... Starting materials: C(C)(C)(C)OC(=O)N1[C@@H](C[C@H](C1)F)COS(=O)(=O)C ((2S,4R)-4-fluoro-2-methanesulfonyloxymethyl-pyrrolidine-1-carboxylic acid tert-butyl ester), [N-]=[N+]=[N-].[Na+] (NaN3). Solvent: CN(C)C=O (DMF), O (water). Run at temperature 75 celsius, time 8 hour. The product is C(C)(C)(C)OC(=O)N1[C@@H](C[C@H](C1)F)CN=[N+]=[N-] ((2S,4R)-2-Azidomethyl-4-fluoro-pyrrolidine-1-carboxylic acid tert-butyl ester). As a reaction SMILES: [C:1]([O:5][C:6]([N:8]1[CH2:12][C@H:11]([F:13])[CH2:10][C@H:9]1[CH2:14]OS(C)(=O)=O)=[O:7])([CH3:4])([CH3:3])[CH3:2].[N-:20]=[N+:21]=[N-:22].[Na+]>CN(C=O)C.O>[C:1]([O:5][C:6]([N:8]1[CH2:12][C@H:11]([F:13])[CH2:10][C@H:9]1[CH2:14][N:20]=[N+:21]=[N-:22])=[O:7])([CH3:4])([CH3:3])[CH3:2] |f:1.2|. Procedure: A mixture of (2S,4R)-4-fluoro-2-methanesulfonyloxymethyl-pyrrolidine-1-carboxylic acid tert-butyl ester (3.3 g, 11.1 mmol) and NaN3 (721 mg, 11.1 mmol) in DMF (50 mL) was stirred at 75° C. under nitrogen overnight. The mixture was diluted with water and extracted with EtOAc (×3). The combined organic extracts were washed with water (×3), dried over Na2SO4, and concentrated. The crude residue was purified by flash column chromatography on silica gel (c-hexane/EtOAc 100/0 to 0/100) to give the des... Starting materials: CC1(C)CC(=O)CC(=O)C1, CC(C)=O, CC(C)=O, CO, CC(C)=O, CO, O, O, Cc1ccc(S(=O)(=O)N=C=O)cc1, c1ccccc1. Product: Cc1ccc(S(=O)(=O)NC(=O)C2C(=O)CC(C)(C)CC2=O)cc1. As a reaction SMILES: [CH3:1][C:2]1([CH3:10])[CH2:3][C:4](=[O:9])[CH2:5][C:6](=[O:8])[CH2:7]1.[CH3:30][C:31](=[O:32])[CH3:33].[CH3:35][C:36]([CH3:37])=[O:38].[CH3:39][OH:40].[CH3:41][C:42]([CH3:43])=[O:44].[CH3:46][OH:47].[OH2:34].[OH2:45].[c:11]1([CH3:23])[cH:12][cH:13][c:14]([S:17](=[O:18])(=[O:19])[N:20]=[C:21]=[O:22])[cH:15][cH:16]1.[cH:24]1[cH:25][cH:26][cH:27][cH:28][cH:29]1>>[CH3:1][C:2]1([CH3:10])[CH2:3][C:4](=[O:9])[CH:5]([C:21]([NH:20][S:17]([c:14]2[cH:13][cH:12][c:11]([CH3:23])[cH:16][cH:15]2)(=[O:18])=[O:19])=[O:22])[C:6](=[O:8])[CH2:7]1. The reactants are C1(C=CC=C2C3=CC=CC=C3C=C12)=O (fluorenone), COC1=CC=2C(C3=CC=CC(=C3C2C=C1)OC)=O (2,5-dimethoxy-fluoren-9-one), Br (hydrogen bromide). Run in C(Cl)Cl (methylene chloride), C(C)(=O)O (acetic acid). Run at temperature 80 celsius. The product is OC1=CC=2C(C3=CC=CC(=C3C2C=C1)O)=O (2,5-dihydroxy-fluoren-9-one). As a reaction SMILES: C[O:2][C:3]1[CH:15]=[CH:14][C:13]2[C:12]3[C:7](=[CH:8][CH:9]=[CH:10][C:11]=3[O:16]C)[C:6](=[O:18])[C:5]=2[CH:4]=1.C1(=O)C2C(C3C(C=2)=CC=CC=3)=CC=C1.Br>C(O)(=O)C.C(Cl)Cl>[OH:2][C:3]1[CH:15]=[CH:14][C:13]2[C:12]3[C:7](=[CH:8][CH:9]=[CH:10][C:11]=3[OH:16])[C:6](=[O:18])[C:5]=2[CH:4]=1. Procedure: Prepare a solution of 2,5-dimethoxy-fluoren-9-one (7.5 g, 0.031 mmole) in 50 mL glacial acetic acid and warm to 80° C. Once all of the fluorenone goes into solution, add 150 mL hydrogen bromide (48% solution). Continue heating to reflux, redissolving any precipitate formed, and reflux overnight. Cool to room temperature and filter. Wash the filtrate with water. Take-up the solids in ethyl acetate and dissolve by heating in a steam bath. Filter through a short column of silica, eluting with hot e... Starting materials: NC1=CC=C(C=C1)S(=O)(=O)N=C(SC)N1CC2(C=N1)CCN(CC2)CC2=CC=CC=C2 (4-amino-N-[(8-benzyl-2,3,8-triaza-spiro[4.5]dec-3-en-2-yl)-methylsulfanyl-methylene]-benzenesulfonamide), aqueous solution, C(C)N (ethylamine). Run in CO (MeOH). The product is NC1=CC=C(C=C1)S(=O)(=O)N=C(NCC)N1CC2(C=N1)CCN(CC2)CC2=CC=CC=C2 (4-Amino-N-[(8-benzyl-2,3,8-triaza-spiro[4.5]dec-3-en-2-yl)-ethylamino-methylene]-benzenesulfonamide). Isolated yield 87.0%. As a reaction SMILES: [NH2:1][C:2]1[CH:7]=[CH:6][C:5]([S:8]([N:11]=[C:12]([N:15]2[N:19]=[CH:18][C:17]3([CH2:24][CH2:23][N:22]([CH2:25][C:26]4[CH:31]=[CH:30][CH:29]=[CH:28][CH:27]=4)[CH2:21][CH2:20]3)[CH2:16]2)SC)(=[O:10])=[O:9])=[CH:4][CH:3]=1.[CH2:32]([NH2:34])[CH3:33]>CO>[NH2:1][C:2]1[CH:3]=[CH:4][C:5]([S:8]([N:11]=[C:12]([N:15]2[N:19]=[CH:18][C:17]3([CH2:20][CH2:21][N:22]([CH2:25][C:26]4[CH:27]=[CH:28][CH:29]=[CH:30][CH:31]=4)[CH2:23][CH2:24]3)[CH2:16]2)[NH:34][CH2:32][CH3:33])(=[O:10])=[O:9])=[CH:6][CH:7]=1. Reported procedure: To a solution of 1.35 g 4-amino-N-[(8-benzyl-2,3,8-triaza-spiro[4.5]dec-3-en-2-yl)-methylsulfanyl-methylene]-benzenesulfonamide in 30 mL MeOH was added 2.26 mL (10 equiv.) of a 70% aqueous solution of ethylamine. The mixture was stirred for a weekend at room temperature and concentrated on silica. Purification with flash column chromatography (DCM→DCM/MeOH 99:1→DCM/MeOH 95:5) yielded 1.16 g (87%) of a pale yellow glass. 1H NMR (400 MHz, CDCl3) δ 1.14 (t, J=7 Hz, 3H), 1.50-1.60 (m, 2H), 1.73-1.84...